This data is from the Open Reaction Database (ORD), a public repository of structured organic reaction records. The task is: describe an organic reaction: reactants, conditions, products, and yield Reactants: CC(Cl)OC(=O)N1CCCCC1, Cc1cc(C)nc(C)c1. Yields the product C=COC(=O)N1CCCCC1. Reaction SMILES: [Cl:10][CH:11]([CH3:12])[O:13][C:14](=[O:15])[N:16]1[CH2:17][CH2:18][CH2:19][CH2:20][CH2:21]1.[n:1]1[c:2]([CH3:3])[cH:4][c:5]([CH3:6])[cH:7][c:8]1[CH3:9]>>[CH:11](=[CH2:12])[O:13][C:14](=[O:15])[N:16]1[CH2:17][CH2:18][CH2:19][CH2:20][CH2:21]1. Starting materials: Cc1c(CBr)cccc1C(F)(F)F, O=C([O-])[O-], CN(C)C=O, COC(=O)c1cc(N2CCOCC2)cc2nc(Cl)[nH]c12, [K+], [K+], O. The product is COC(=O)c1cc(N2CCOCC2)cc2c1nc(Cl)n2Cc1cccc(C(F)(F)F)c1C. RXN SMILES: [Br:27][CH2:28][c:29]1[c:30]([CH3:39])[c:31]([C:35]([F:36])([F:37])[F:38])[cH:32][cH:33][cH:34]1.[C:21](=[O:22])([O-:23])[O-:24].[CH3:41][N:42]([CH3:43])[CH:44]=[O:45].[Cl:1][c:2]1[n:3][c:4]2[c:5]([nH:6]1)[c:7]([C:17](=[O:18])[O:19][CH3:20])[cH:8][c:9]([N:11]1[CH2:12][CH2:13][O:14][CH2:15][CH2:16]1)[cH:10]2.[K+:25].[K+:26].[OH2:40]>>[Cl:1][c:2]1[n:3]([CH2:28][c:29]2[c:30]([CH3:39])[c:31]([C:35]([F:36])([F:37])[F:38])[cH:32][cH:33][cH:34]2)[c:4]2[c:5]([n:6]1)[c:7]([C:17](=[O:18])[O:19][CH3:20])[cH:8][c:9]([N:11]1[CH2:12][CH2:13][O:14][CH2:15][CH2:16]1)[cH:10]2.